Dataset: the Open Reaction Database (ORD), a public repository of structured organic reaction records. Task: describe an organic reaction: reactants, conditions, products, and yield Starting materials: ClCC1=NOC(=C1)C1=CC(=C(C(=C1)OC)OC)OC (3-Chloromethyl-5-(3,4,5-trimethoxyphenyl)isoxazole), N1CCNCC1 (piperazine). Product: COC=1C=C(C=C(C1OC)OC)C1=CC(=NO1)CN1CCN(CC1)CC1=NOC(=C1)C1=CC(=C(C(=C1)OC)OC)OC (N,N′-bis[[5-(3,4,5-Trimethoxyphenyl)isoxazol-3-yl]methyl]piperazine). Reaction SMILES: Cl[CH2:2][C:3]1[CH:7]=[C:6]([C:8]2[CH:13]=[C:12]([O:14][CH3:15])[C:11]([O:16][CH3:17])=[C:10]([O:18][CH3:19])[CH:9]=2)[O:5][N:4]=1.[NH:20]1[CH2:25][CH2:24][NH:23][CH2:22][CH2:21]1>>[CH3:19][O:18][C:10]1[CH:9]=[C:8]([C:6]2[O:5][N:4]=[C:3]([CH2:2][N:20]3[CH2:25][CH2:24][N:23]([CH2:2][C:3]4[CH:7]=[C:6]([C:8]5[CH:9]=[C:10]([O:18][CH3:19])[C:11]([O:16][CH3:17])=[C:12]([O:14][CH3:15])[CH:13]=5)[O:5][N:4]=4)[CH2:22][CH2:21]3)[CH:7]=2)[CH:13]=[C:12]([O:14][CH3:15])[C:11]=1[O:16][CH3:17]. Procedure details: 3-Chloromethyl-5-(3,4,5-trimethoxyphenyl)isoxazole (170 mg) and piperazine (26 mg) were reacted in the same manner in Example 1 to obtain the title compound as a free base. Starting materials: COC1=CC=C(C=C1)C(NC(C)C=1SC=CC1)C1=CC(=CC=C1)[N+](=O)[O-] (N-[(4-methoxyphenyl)-(3-nitrophenyl)methyl]-N-[1-(2-thienyl)ethyl]amine), [BH4-].[Na+] (sodium borohydride). The reagents and catalysts are O.O.O.O.O.O.[Ni](Cl)Cl (nickel chloride hexahydrate). Run in C(C)O (ethanol). Yields the product COC1=CC=C(C=C1)C(C=1C=C(C=CC1)N)NC(C)C=1SC=CC1 (3-{(4-Methoxyphenyl)-[1-(2-thienyl)ethylamino]methyl}phenylamine). Yield: 85.6%. RXN SMILES: [CH3:1][O:2][C:3]1[CH:8]=[CH:7][C:6]([CH:9]([C:18]2[CH:23]=[CH:22][CH:21]=[C:20]([N+:24]([O-])=O)[CH:19]=2)[NH:10][CH:11]([C:13]2[S:14][CH:15]=[CH:16][CH:17]=2)[CH3:12])=[CH:5][CH:4]=1.[BH4-].[Na+]>C(O)C.O.O.O.O.O.O.[Ni](Cl)Cl>[CH3:1][O:2][C:3]1[CH:8]=[CH:7][C:6]([CH:9]([NH:10][CH:11]([C:13]2[S:14][CH:15]=[CH:16][CH:17]=2)[CH3:12])[C:18]2[CH:19]=[C:20]([NH2:24])[CH:21]=[CH:22][CH:23]=2)=[CH:5][CH:4]=1 |f:1.2,4.5.6.7.8.9.10|. Procedure details: In a similar manner to that described in Example (1b), a solution of N-[(4-methoxyphenyl)-(3-nitrophenyl)methyl]-N-[1-(2-thienyl)ethyl]amine (2.11 g) [prepared as described in step (a) above] in ethanol (40 ml), nickel chloride hexahydrate (2.71 g) and sodium borohydride (863 mg) were reacted, to afford the title compound (1.66 g) as a dark brown oil.